Dataset: the Open Reaction Database (ORD), a public repository of structured organic reaction records. Task: describe an organic reaction: reactants, conditions, products, and yield Reactants: CC(C)(C)OC(=O)N1CCCC(NC(=O)OCC2c3ccccc3-c3ccccc32)(C(=O)O)C1, COC(C)(C)C, CC(C)O. The product is CC(C)(C)OC(=O)N1CCCC(N)(C(=O)O)C1. Reaction SMILES: [C:1]([CH3:2])([CH3:3])([CH3:4])[O:5][C:6](=[O:7])[N:8]1[CH2:9][C:10]([C:14](=[O:15])[OH:16])([NH:17][C:18]([O:19][CH2:20][CH:21]2[c:22]3[cH:23][cH:24][cH:25][cH:26][c:27]3-[c:28]3[c:29]2[cH:30][cH:31][cH:32][cH:33]3)=[O:34])[CH2:11][CH2:12][CH2:13]1.[C:39]([O:40][CH3:41])([CH3:42])([CH3:43])[CH3:44].[CH:35]([OH:36])([CH3:37])[CH3:38]>>[C:1]([CH3:2])([CH3:3])([CH3:4])[O:5][C:6](=[O:7])[N:8]1[CH2:9][C:10]([C:14](=[O:15])[OH:16])([NH2:17])[CH2:11][CH2:12][CH2:13]1.